Dataset: the Open Reaction Database (ORD), a public repository of structured organic reaction records. Task: describe an organic reaction: reactants, conditions, products, and yield The reactants are ClCc1cccnc1, Cl, O=[N+]([O-])c1ccc(O)cc1F, [H-], [Na+], CN(C)C=O. The product is O=[N+]([O-])c1ccc(OCc2cccnc2)cc1F. RXN SMILES: [Cl:15][CH2:16][c:17]1[cH:18][n:19][cH:20][cH:21][cH:22]1.[ClH:14].[F:1][c:2]1[cH:3][c:4]([OH:11])[cH:5][cH:6][c:7]1[N+:8](=[O:9])[O-:10].[H-:12].[Na+:13].[O:23]=[CH:24][N:25]([CH3:26])[CH3:27]>>[F:1][c:2]1[cH:3][c:4]([O:11][CH2:16][c:17]2[cH:18][n:19][cH:20][cH:21][cH:22]2)[cH:5][cH:6][c:7]1[N+:8](=[O:9])[O-:10]. The reactants are C(C)(=O)N1CCC(CC1)C1=CC=CC=C1 (1-Acetyl-4-phenylpiperidine), ice, 5728b, ClS(=O)(=O)O (chlorosulphonic acid). Run at time 1 hour. The product is C(C)(=O)N1CCC(CC1)C1=CC=C(C=C1)S(=O)(=O)Cl (4-(1-Acetylpiperidin-4-yl)benzenesulphonyl chloride). Reaction SMILES: [C:1]([N:4]1[CH2:9][CH2:8][CH:7]([C:10]2[CH:15]=[CH:14][CH:13]=[CH:12][CH:11]=2)[CH2:6][CH2:5]1)(=[O:3])[CH3:2].[Cl:16][S:17](O)(=[O:19])=[O:18]>>[C:1]([N:4]1[CH2:5][CH2:6][CH:7]([C:10]2[CH:15]=[CH:14][C:13]([S:17]([Cl:16])(=[O:19])=[O:18])=[CH:12][CH:11]=2)[CH2:8][CH2:9]1)(=[O:3])[CH3:2]. Procedure: 1-Acetyl-4-phenylpiperidine, [Chem. Abs., 75, 5728b (1971] (16.30 g) was added portionwise over 1 hour to stirred chlorosulphonic acid (53.3 ml) at 0°. The solution was stirred at 0° for 1 hour, then at room temperature for 2 hours, and then finally poured cautiously onto an excess of ice. When the ice had melted the mixture was extracted several times with dichloromethane. The combined organic extracts were washed with water, dried (Na2SO4) and evaporated to give the title compound, (23.0 g), m... The reactants are S(=O)(=O)(O)C1=CC=C(C)C=C1.S(=O)(=O)(O)C1=CC=C(C)C=C1.C1(C=2C(C(N1C(OOOOO)(CCCCCCCCCCC)N1C(C=3C(C1=O)=CC=CC3)=O)=O)=CC=CC2)=O (Diphthalimido pentaoxaheptadecane ditosylate), O.NN (hydrazine hydrate). Run in C(C)O (ethanol). Conditions: time 3 hour. The product is NC(OOOOO)(CCCCCCCCCCC)N (Diamino pentaoxaheptadecane). Isolated yield 173.6%. Reaction SMILES: S(C1C=CC(C)=CC=1)(O)(=O)=O.S(C1C=CC(C)=CC=1)(O)(=O)=O.C1(=O)[N:27]([C:28]([N:45]2C(=O)C3=CC=CC=C3C2=O)([CH2:34][CH2:35][CH2:36][CH2:37][CH2:38][CH2:39][CH2:40][CH2:41][CH2:42][CH2:43][CH3:44])[O:29][O:30][O:31][O:32][OH:33])C(=O)C2=CC=CC=C12.O.NN>C(O)C>[NH2:45][C:28]([NH2:27])([CH2:34][CH2:35][CH2:36][CH2:37][CH2:38][CH2:39][CH2:40][CH2:41][CH2:42][CH2:43][CH3:44])[O:29][O:30][O:31][O:32][OH:33] |f:0.1.2,3.4|. Procedure details: A solution of diphthalimide (Step 4, 60 g), hydrazine hydrate (15 g) and ethanol (500 mL) is heated at 100° C. with stirring for 3 hours. The reaction mixture is cooled to room temperature and filtered. The solid is washed with cold ethanol. The combined filtrate is combined and concentrated under vacuum in a rotary evaporator to afford 33 g of yellow oil. The reactants are Cl (hydrochloric acid), BrC(C(=O)O)CC ((±)-2-bromobutyric acid), C([O-])([O-])=O.[Na+].[Na+] (Sodium carbonate), [C-]#N.[K+] (potassium cyanide). Solvent: O (water), O (water). Run at temperature 50 celsius. The product is C(#N)C(C(=O)OC)CC (methyl (±)-2-cyanobutyrate). Yield: 77.0%. As a reaction SMILES: Br[CH:2]([CH2:6][CH3:7])[C:3]([OH:5])=[O:4].[C:8](=O)([O-])[O-].[Na+].[Na+].[C-:14]#[N:15].[K+].Cl>O>[C:14]([CH:2]([CH2:6][CH3:7])[C:3]([O:5][CH3:8])=[O:4])#[N:15] |f:1.2.3,4.5|. Reported procedure: To (±)-2-bromobutyric acid(167.01 g) was added water (150 ml). Sodium carbonate (54.05 g) was added slowly over an hour and dissolved therein. A solution of potassium cyanide (68.55 g) dissolved in water (150 ml) was added, and heated to about 50° C. Accordingly as the reaction progressed, the temperature of the reaction solution rose to 80° C. The reaction solution was stirred at 80°~90° C. for an hour, cooled to room temperature, and neutralized with conc. hydrochloric acid (120 ml). Afterward... Starting materials: [BH4-], Cc1cc(N2CCN(CC(=O)c3ccccc3)C2=O)sc1C(=O)NCc1cccnc1, CO, ClC(Cl)Cl, [Na+]. Yields the product Cc1cc(N2CCN(CC(O)c3ccccc3)C2=O)sc1C(=O)NCc1cccnc1. As a reaction SMILES: [BH4-:32].[CH3:1][c:2]1[c:3]([C:22](=[O:23])[NH:24][CH2:25][c:26]2[cH:27][n:28][cH:29][cH:30][cH:31]2)[s:4][c:5]([N:7]2[C:8](=[O:21])[N:9]([CH2:12][C:13]([c:14]3[cH:15][cH:16][cH:17][cH:18][cH:19]3)=[O:20])[CH2:10][CH2:11]2)[cH:6]1.[CH3:34][OH:35].[CH:36]([Cl:37])([Cl:38])[Cl:39].[Na+:33]>>[CH3:1][c:2]1[c:3]([C:22](=[O:23])[NH:24][CH2:25][c:26]2[cH:27][n:28][cH:29][cH:30][cH:31]2)[s:4][c:5]([N:7]2[C:8](=[O:21])[N:9]([CH2:12][CH:13]([c:14]3[cH:15][cH:16][cH:17][cH:18][cH:19]3)[OH:20])[CH2:10][CH2:11]2)[cH:6]1. Starting materials: C(C1=CC=CC=C1)Br (benzyl bromide), C([O-])([O-])=O.[K+].[K+] (potassium carbonate), FC=1C=C2C(CCOC2=CC1O)=O (6-fluoro-7-hydroxychroman-4-one). The solvent is CC(=O)C (acetone). Run at time 8 hour. The product is FC=1C=C2C(CCOC2=CC1OCC1=CC=CC=C1)=O (6-fluoro-7-benzyloxychroman-4-one). Isolated yield 73.0%. RXN SMILES: [F:1][C:2]1[CH:3]=[C:4]2[C:9](=[CH:10][C:11]=1[OH:12])[O:8][CH2:7][CH2:6][C:5]2=[O:13].[CH2:14](Br)[C:15]1[CH:20]=[CH:19][CH:18]=[CH:17][CH:16]=1.C(=O)([O-])[O-].[K+].[K+]>CC(C)=O>[F:1][C:2]1[CH:3]=[C:4]2[C:9](=[CH:10][C:11]=1[O:12][CH2:14][C:15]1[CH:20]=[CH:19][CH:18]=[CH:17][CH:16]=1)[O:8][CH2:7][CH2:6][C:5]2=[O:13] |f:2.3.4|. Reported procedure: A mixture of 6-fluoro-7-hydroxychroman-4-one (the compound of Preparation 29, 0.93 g, 5.11 mmol), benzyl bromide (0.61 mL, 5.13 mmol), potassium carbonate (1.41 g, 10.2 mmol) in acetone (100 mL) was stirred at ambient temperature overnight. The mixture was cooled, filtered, and concentrated to a yellow solid. This residue was recrystallized from ethyl acetate/ether to give 1.02 g (73%) of 6-fluoro-7-benzyloxychroman-4-one in two crops as cream white crystals which had: mp 155-156° C.; NMR δ 7.58... Reactants: C(#N)C1=CC=C(C=C1)CCC(CCCCC(=O)OCC)CO (Ethyl 8-(4-cyanophenyl)-6-hydroxymethyloctanoate), [Cr](=O)(=O)([O-])Cl.[NH+]1=CC=CC=C1 (pyridinium chlorochromate). The solvent is ClCCl (dichloromethane). Reaction conditions: time 12 hour. The product is C(#N)C1=CC=C(C=C1)CCC(CCCCC(=O)OCC)C=O (Ethyl 8-(4-cyanophenyl)-6-formyloctanoate). Isolated yield 69.0%. Reaction SMILES: [C:1]([C:3]1[CH:8]=[CH:7][C:6]([CH2:9][CH2:10][CH:11]([CH2:21][OH:22])[CH2:12][CH2:13][CH2:14][CH2:15][C:16]([O:18][CH2:19][CH3:20])=[O:17])=[CH:5][CH:4]=1)#[N:2].[Cr](Cl)([O-])(=O)=O.[NH+]1C=CC=CC=1>ClCCl>[C:1]([C:3]1[CH:4]=[CH:5][C:6]([CH2:9][CH2:10][CH:11]([CH:21]=[O:22])[CH2:12][CH2:13][CH2:14][CH2:15][C:16]([O:18][CH2:19][CH3:20])=[O:17])=[CH:7][CH:8]=1)#[N:2] |f:1.2|. Procedure details: A solution of 4 g (13.18 mmol) of ethyl 8-(4-cyanophenyl)-6-hydroxymethyloctanoate from Example 85A in 100 ml of dichloromethane is mixed with 3.41 g (15.82 mmol) of pyridinium chlorochromate (PCC) and stirred at room temperature for 12 hours. After conversion is complete, the solvent is concentrated to dryness in vacuo. The resulting residue is purified by flash chromatography on silica gel (mobile phase: cyclohexane/ethyl acetate 10:1→4:1). 2.74 g (9.09 mmol, 69% yield) of a colorless solid ar... Starting materials: CI (methyl iodide), C[O-].[Na+] (Sodium methoxide), N#CN (cyanamide), ClC1=C(C#N)C(=CC(=C1)N=C=S)Cl (2,6-dichloro-4-isothiocyanatobenzonitrile). Run in CO (methanol). Run at time 15 minute. Yields the product C(#N)\N=C(\NC1=CC(=C(C(=C1)Cl)C#N)Cl)/SC ((Z)-methyl N′-cyano-N-(3,5-dichloro-4-cyanophenyl)carbamimidothioate). Yield: 6.4%. RXN SMILES: [CH3:1][O-].[Na+].[N:4]#[C:5][NH2:6].[Cl:7][C:8]1[CH:15]=[C:14]([N:16]=[C:17]=[S:18])[CH:13]=[C:12]([Cl:19])[C:9]=1[C:10]#[N:11].CI>CO>[C:5](/[N:6]=[C:17](\[S:18][CH3:1])/[NH:16][C:14]1[CH:15]=[C:8]([Cl:7])[C:9]([C:10]#[N:11])=[C:12]([Cl:19])[CH:13]=1)#[N:4] |f:0.1|. Procedure: Sodium methoxide (0.5M in methanol) (5.7 ml, 2.85 mmol, Eq: 1.22) was added to cyanamide (108 mg, 2.58 mmol, Eq: 1.1). After 15 minutes, the solution was added to a solution of 2,6-dichloro-4-isothiocyanatobenzonitrile (537 mg, 2.34 mmol, Eq: 1.00) in methanol (5 mL). After 1 hr, methyl iodide (704 mg, 310 μl, 4.96 mmol, Eq: 2.11) was added and the reaction was stirred overnight at room temperature. The resulting suspension was filtered and dried to give 43 mg of desired product as a gray solid.... The reactants are CCOP(=O)(CC#N)OCC, COc1ccnc(-c2ccc(C=O)c([N+](=O)[O-])c2)c1, [H-], [Na+], C1CCOC1, O. Product: COc1ccnc(-c2ccc(C=CC#N)c([N+](=O)[O-])c2)c1. Reaction SMILES: [C:3](#[N:4])[CH2:5][P:6](=[O:7])([O:8][CH2:9][CH3:10])[O:11][CH2:12][CH3:13].[CH3:14][O:15][c:16]1[cH:17][c:18](-[c:22]2[cH:23][c:24]([N+:30](=[O:31])[O-:32])[c:25]([CH:26]=[O:27])[cH:28][cH:29]2)[n:19][cH:20][cH:21]1.[H-:1].[Na+:2].[O:34]1[CH2:35][CH2:36][CH2:37][CH2:38]1.[OH2:33]>>[C:3](#[N:4])[CH:5]=[CH:26][c:25]1[c:24]([N+:30](=[O:31])[O-:32])[cH:23][c:22](-[c:18]2[cH:17][c:16]([O:15][CH3:14])[cH:21][cH:20][n:19]2)[cH:29][cH:28]1.